This data is from the Open Reaction Database (ORD), a public repository of structured organic reaction records. The task is: describe an organic reaction: reactants, conditions, products, and yield Starting materials: O.O.O.C(C)(=O)[O-].[Na+] (sodium acetate trihydrate), Cl.NO (hydroxylamine hydrochloride), C(C)O (Ethanol), C1(CCCC=2C3=CC=CC=C3C=CC12)=O (3,4-dihydro-2H-phenantren-1-one). Run in O (water). Product: C1(CCCC=2C3=CC=CC=C3C=CC12)=NO (3,4-dihydro-2H-phenanthren-1-one-oxime). The yield is 87.4%. RXN SMILES: [OH2:1].O.O.C([O-])(=O)C.[Na+].Cl.[NH2:10]O.C(O)C.[C:15]1(=O)[C:28]2[CH:27]=[CH:26][C:25]3[C:20](=[CH:21][CH:22]=[CH:23][CH:24]=3)[C:19]=2[CH2:18][CH2:17][CH2:16]1>O>[C:15]1(=[N:10][OH:1])[C:28]2[CH:27]=[CH:26][C:25]3[C:20](=[CH:21][CH:22]=[CH:23][CH:24]=3)[C:19]=2[CH2:18][CH2:17][CH2:16]1 |f:0.1.2.3.4,5.6|. Reported procedure: To a solution of sodium acetate trihydrate (7.07 g, 52 mmol) in water (30 ml) was added hydroxylamine hydrochloride (3.61 g, 52 mmol). Ethanol (75 ml) and 3,4-dihydro-2H-phenantren-1-one (5.0 g, 26 mmol) were added and the suspension was heated at reflux for 2h. The reaction mixture was cooled on an ice-bath and the precipitated solid was isolated by filtration, washed with cold water and dried in vacuo to afford 4.8 g of 3,4-dihydro-2H-phenanthren-1-one-oxime.